Dataset: the Open Reaction Database (ORD), a public repository of structured organic reaction records. Task: describe an organic reaction: reactants, conditions, products, and yield Reactants: CCI, CCOCC, Cl, [H-], COC(=O)c1cc(N)c2cc[nH]c2c1, [Na+], CN(C)C=O. Yields the product Cl, CCn1ccc2c(N)cc(C(=O)OC)cc21. As a reaction SMILES: [CH2:17]([CH3:18])[I:19].[CH3:26][CH2:27][O:28][CH2:29][CH3:30].[ClH:20].[H-:16].[NH2:1][c:2]1[c:3]2[cH:4][cH:5][nH:6][c:7]2[cH:8][c:9]([C:11](=[O:12])[O:13][CH3:14])[cH:10]1.[Na+:15].[O:21]=[CH:22][N:23]([CH3:24])[CH3:25]>>[ClH:20].[NH2:1][c:2]1[c:3]2[cH:4][cH:5][n:6]([CH2:17][CH3:18])[c:7]2[cH:8][c:9]([C:11](=[O:12])[O:13][CH3:14])[cH:10]1. Starting materials: solution, CO[Na] (MeONa), BrC=1C=CC(=C(C(=O)OC)C1)NC(CC=1C=NC=CC1)=O (methyl 5-bromo-2-[2-(pyridin-3-yl)acetamido]benzoate), Intermediate 51, Na. The solvent is CO (MeOH), CO (MeOH), O1CCCC1 (tetrahydrofuran). Run at temperature 20 celsius, time 8 hour. The product is BrC=1C=C2C(C(C(NC2=CC1)=O)C=1C=NC=CC1)=O (6-Bromo-3-(pyridin-3-yl)-1,2,3,4-tetrahydroquinoline-2,4-dione). RXN SMILES: [Br:1][C:2]1[CH:3]=[CH:4][C:5]([NH:12][C:13](=[O:21])[CH2:14][C:15]2[CH:16]=[N:17][CH:18]=[CH:19][CH:20]=2)=[C:6]([CH:11]=1)[C:7]([O:9]C)=O.CO[Na]>O1CCCC1.CO>[Br:1][C:2]1[CH:11]=[C:6]2[C:5](=[CH:4][CH:3]=1)[NH:12][C:13](=[O:21])[CH:14]([C:15]1[CH:16]=[N:17][CH:18]=[CH:19][CH:20]=1)[C:7]2=[O:9]. Reported procedure: Into a 100-mL round-bottom flask was placed a solution of methyl 5-bromo-2-[2-(pyridin-3-yl)acetamido]benzoate (3 g, 7.73 mmol, 1.00 equivalent, purity 90%, Intermediate 51, step a) in tetrahydrofuran (30 mL). A 2.38 M solution of MeONa in MeOH (freshly prepared by dissolving 2.74 g of Na in 50 mL of anhydrous MeOH solution, 11.7 mL, 27.85 mmol, 4.00 equivalents) was then added. The resulting solution was stirred overnight at 20° C., and the precipitate was collected by filtration to give the ti... The reactants are C1CCOC1, CC#CCOc1ccc(S(=O)(=O)N(C)c2c(CN3CCN(C)CC3)cc(-c3ccccc3)cc2C(=O)OC)cc1, CO, Cl, [Na+], [OH-]. Yields the product CC#CCOc1ccc(S(=O)(=O)N(C)c2c(CN3CCN(C)CC3)cc(-c3ccccc3)cc2C(=O)O)cc1. RXN SMILES: [CH2:44]1[O:45][CH2:46][CH2:47][CH2:48]1.[CH3:1][O:2][C:3](=[O:4])[c:5]1[cH:6][c:7](-[c:35]2[cH:36][cH:37][cH:38][cH:39][cH:40]2)[cH:8][c:9]([CH2:27][N:28]2[CH2:29][CH2:30][N:31]([CH3:34])[CH2:32][CH2:33]2)[c:10]1[N:11]([CH3:12])[S:13](=[O:14])(=[O:15])[c:16]1[cH:17][cH:18][c:19]([O:22][CH2:23][C:24]#[C:25][CH3:26])[cH:20][cH:21]1.[CH3:49][OH:50].[ClH:43].[Na+:42].[OH-:41]>>[O:2]=[C:3]([OH:4])[c:5]1[cH:6][c:7](-[c:35]2[cH:36][cH:37][cH:38][cH:39][cH:40]2)[cH:8][c:9]([CH2:27][N:28]2[CH2:29][CH2:30][N:31]([CH3:34])[CH2:32][CH2:33]2)[c:10]1[N:11]([CH3:12])[S:13](=[O:14])(=[O:15])[c:16]1[cH:17][cH:18][c:19]([O:22][CH2:23][C:24]#[C:25][CH3:26])[cH:20][cH:21]1.